From a dataset of the Open Reaction Database (ORD), a public repository of structured organic reaction records. describe an organic reaction: reactants, conditions, products, and yield Yields the product O=C1CCCc2ccc([N+](=O)[O-])cc2N1. The reactants are CC(=O)O, O=C1CCCc2ccc([N+](=O)[O-])cc21, [N-]=[N+]=[N-], N#N, [Na+], [Na+], [OH-], O=S(=O)(O)O. Reaction SMILES: [C:28]([OH:29])(=[O:30])[CH3:31].[N+:1](=[O:2])([O-:3])[c:4]1[cH:5][cH:6][c:7]2[c:12]([cH:13]1)[C:11](=[O:14])[CH2:10][CH2:9][CH2:8]2.[N-:15]=[N+:16]=[N-:17].[N:24]#[N:25].[Na+:18].[Na+:27].[OH-:26].[S:19](=[O:20])(=[O:21])([OH:22])[OH:23]>>[N+:1](=[O:2])([O-:3])[c:4]1[cH:5][cH:6][c:7]2[c:12]([cH:13]1)[NH:15][C:11](=[O:14])[CH2:10][CH2:9][CH2:8]2. The reactants are O=C([O-])[O-], CC#N, Clc1ccc2onc(OCC3CO3)c2c1, [K+], [K+], O. Product: OCC(O)COc1noc2ccc(Cl)cc12. As a reaction SMILES: [C:1]([O-:2])(=[O:3])[O-:4].[CH3:23][C:24]#[N:25].[Cl:7][c:8]1[cH:9][cH:10][c:11]2[c:12]([c:13]([O:16][CH2:17][CH:18]3[CH2:19][O:20]3)[n:14][o:15]2)[cH:21]1.[K+:5].[K+:6].[OH2:22]>>[OH:2][CH2:19][CH:18]([CH2:17][O:16][c:13]1[c:12]2[c:11]([cH:10][cH:9][c:8]([Cl:7])[cH:21]2)[o:15][n:14]1)[OH:20]. The reactants are BrC1=CN=CC=2[C@@H](CCCC12)N ((+)-(R)-4-bromo-5,6,7,8-tetrahydroisoquinolin-8-amine), C(CC)(=O)O (propionic acid). Procedure: In analogy to the procedure described for the preparation of intermediate A-4 [D], (+)-(R)-4-bromo-5,6,7,8-tetrahydroisoquinolin-8-amine (intermediate A-11) and propionic acid gave the title compound as white solid in 97% yield. MS: 283.5 (M+H+, 1 Br). The product is BrC1=CN=CC=2[C@@H](CCCC12)NC(CC)=O ((R)—N-(4-Bromo-5,6,7,8-tetrahydroisoquinolin-8-yl)propionamide). The yield is 97.0%. RXN SMILES: [Br:1][C:2]1[C:11]2[CH2:10][CH2:9][CH2:8][C@@H:7]([NH2:12])[C:6]=2[CH:5]=[N:4][CH:3]=1.[C:13](O)(=[O:16])[CH2:14][CH3:15]>>[Br:1][C:2]1[C:11]2[CH2:10][CH2:9][CH2:8][C@@H:7]([NH:12][C:13](=[O:16])[CH2:14][CH3:15])[C:6]=2[CH:5]=[N:4][CH:3]=1. The reactants are C1(CCC1)COC1=C2C=C(NC2=CC=C1)C(=O)O (4-Cyclobutylmethoxy-1H-indole-2-carboxylic acid), Cl.Cl.Cl.N1(CCCCCC1)CCN1CCC(CC1)N (1-(2-Azepan-1-yl-ethyl)-piperidin-4-ylamine tri-hydrochloride). Reaction SMILES: [CH:1]1([CH2:5][O:6][C:7]2[CH:15]=[CH:14][CH:13]=[C:12]3[C:8]=2[CH:9]=[C:10]([C:16]([OH:18])=O)[NH:11]3)[CH2:4][CH2:3][CH2:2]1.Cl.Cl.Cl.[N:22]1([CH2:29][CH2:30][N:31]2[CH2:36][CH2:35][CH:34]([NH2:37])[CH2:33][CH2:32]2)[CH2:28][CH2:27][CH2:26][CH2:25][CH2:24][CH2:23]1>>[N:22]1([CH2:29][CH2:30][N:31]2[CH2:32][CH2:33][CH:34]([NH:37][C:16]([C:10]3[NH:11][C:12]4[C:8]([CH:9]=3)=[C:7]([O:6][CH2:5][CH:1]3[CH2:2][CH2:3][CH2:4]3)[CH:15]=[CH:14][CH:13]=4)=[O:18])[CH2:35][CH2:36]2)[CH2:28][CH2:27][CH2:26][CH2:25][CH2:24][CH2:23]1 |f:1.2.3.4|. Reported procedure: This compound is synthesized analogously to Example 1 from 4-Cyclobutylmethoxy-1H-indole-2-carboxylic acid 82 (preparation see below) and amine 5. Yields the product N1(CCCCCC1)CCN1CCC(CC1)NC(=O)C=1NC2=CC=CC(=C2C1)OCC1CCC1 (4-Cyclobutylmethoxy-1H-indole-2-carboxylic acid [1-(2-azepan-1-yl-ethyl)-piperidin-4-yl]-amide). The reactants are CC(c1ccc(-c2ccccc2)c(F)c1)c1nc(CCO)no1, O=S(Cl)Cl, c1ccncc1, c1ccccc1. The product is CC(c1ccc(-c2ccccc2)c(F)c1)c1nc(CCCl)no1. Reaction SMILES: [F:1][c:2]1[cH:3][c:4]([CH:5]([CH3:6])[c:7]2[n:8][c:9]([CH2:12][CH2:13][OH:14])[n:10][o:11]2)[cH:15][cH:16][c:17]1-[c:18]1[cH:19][cH:20][cH:21][cH:22][cH:23]1.[S:24]([Cl:25])([Cl:26])=[O:27].[cH:28]1[cH:29][cH:30][n:31][cH:32][cH:33]1.[cH:34]1[cH:35][cH:36][cH:37][cH:38][cH:39]1>>[F:1][c:2]1[cH:3][c:4]([CH:5]([CH3:6])[c:7]2[n:8][c:9]([CH2:12][CH2:13][Cl:26])[n:10][o:11]2)[cH:15][cH:16][c:17]1-[c:18]1[cH:19][cH:20][cH:21][cH:22][cH:23]1. Conditions: time 15 minute. Reported procedure: To a mixture of resin of triphenylphosphine (54.6 mg, 0.114 mmol) in THF (0.6 mL) was added 3,5-difluorophenol (10.1 mg, 0.0778 mmol) and di-tert-butyl azodicarboxylate (19.1 mg, 0.0830 mmol). The mixture was stirred for 15 minutes before adding 4-(4-hydroxypiperidin-1-yl)-3-[4-(7-{[2-(trimethylsilyl)ethoxy]methyl}-7H-pyrrolo[2,3-d]pyrimidin-4-yl)-1H-pyrazol-1-yl]butanenitrile (25.0 mg, 0.0519 mmol). The reaction was stirred overnight at room temperature and the solvent was evaporated. The vial ... Reaction SMILES: C1(P(C2C=CC=CC=2)C2C=CC=CC=2)C=CC=CC=1.[F:20][C:21]1[CH:22]=[C:23]([OH:28])[CH:24]=[C:25]([F:27])[CH:26]=1.N(C(OC(C)(C)C)=O)=NC(OC(C)(C)C)=O.O[CH:46]1[CH2:51][CH2:50][N:49]([CH2:52][CH:53]([N:57]2[CH:61]=[C:60]([C:62]3[C:63]4[CH:70]=[CH:69][N:68](COCC[Si](C)(C)C)[C:64]=4[N:65]=[CH:66][N:67]=3)[CH:59]=[N:58]2)[CH2:54][C:55]#[N:56])[CH2:48][CH2:47]1.[F:79][C:80]([F:85])([F:84])[C:81]([OH:83])=[O:82].C(N)CN>C1COCC1.C(Cl)Cl.C(#N)C>[F:79][C:80]([F:85])([F:84])[C:81]([OH:83])=[O:82].[F:79][C:80]([F:85])([F:84])[C:81]([OH:83])=[O:82].[F:79][C:80]([F:85])([F:84])[C:81]([OH:83])=[O:82].[F:20][C:21]1[CH:22]=[C:23]([CH:24]=[C:25]([F:27])[CH:26]=1)[O:28][CH:46]1[CH2:47][CH2:48][N:49]([CH2:52][CH:53]([N:57]2[CH:61]=[C:60]([C:62]3[C:63]4[CH:70]=[CH:69][NH:68][C:64]=4[N:65]=[CH:66][N:67]=3)[CH:59]=[N:58]2)[CH2:54][C:55]#[N:56])[CH2:50][CH2:51]1 |f:9.10.11.12|. Solvent: C(C)#N (acetonitrile), C(Cl)Cl (methylene chloride), C1CCOC1 (THF). Product: FC(C(=O)O)(F)F.FC(C(=O)O)(F)F.FC(C(=O)O)(F)F.FC=1C=C(OC2CCN(CC2)CC(CC#N)N2N=CC(=C2)C=2C3=C(N=CN2)NC=C3)C=C(C1)F (4-[4-(3,5-Difluorophenoxy)piperidin-1-yl]-3-[4-(7H-pyrrolo[2,3-d]pyrimidin-4-yl)-1H-pyrazol-1-yl]butanenitrile tris(trifluoroacetate)). Isolated yield 30.0%. Reactants: FC(C(=O)O)(F)F (trifluoroacetic acid), C(CN)N (ethylenediamine), FC=1C=C(C=C(C1)F)O (3,5-difluorophenol), N(=NC(=O)OC(C)(C)C)C(=O)OC(C)(C)C (di-tert-butyl azodicarboxylate), OC1CCN(CC1)CC(CC#N)N1N=CC(=C1)C=1C2=C(N=CN1)N(C=C2)COCC[Si](C)(C)C (4-(4-hydroxypiperidin-1-yl)-3-[4-(7-{[2-(trimethylsilyl)ethoxy]methyl}-7H-pyrrolo[2,3-d]pyrimidin-4-yl)-1H-pyrazol-1-yl]butanenitrile), crude residue, C1(=CC=CC=C1)P(C1=CC=CC=C1)C1=CC=CC=C1 (triphenylphosphine). Reactants: COC=1C(=CC2=C(N=C(S2)OCC)C1)OC (5,6-dimethoxy-2-ethoxybenzothiazole), Cl (hydrochloric acid). Solvent: C(C)O (ethanol). Product: COC=1C(=CC2=C(NC(S2)=O)C1)OC (5,6-dimethoxy-2(3H)-benzothiazolone). Yield: 46.8%. Reaction SMILES: [CH3:1][O:2][C:3]1[C:4]([O:15][CH3:16])=[CH:5][C:6]2[S:10][C:9]([O:11]CC)=[N:8][C:7]=2[CH:14]=1.Cl>C(O)C>[CH3:1][O:2][C:3]1[C:4]([O:15][CH3:16])=[CH:5][C:6]2[S:10][C:9](=[O:11])[NH:8][C:7]=2[CH:14]=1. Procedure: 19.7 gm (82 mmols) of 5,6-dimethoxy-2-ethoxybenzothiazole were dissolved in 500 ml of ethanol and admixed dropwise at the boiling point with 64 ml of concentrated aqueous hydrochloric acid. After refluxing the mixture for 3 hours, the solvent was evaporated. The residue was recrystallized from methanol. 8.1 gm (48% of theory) of 5,6-dimethoxy-2(3H)-benzothiazolone having a melting point of 191° C. were obtained. Reactants: haloaryl, chloro, ClC1=CC=CC=C1 (chlorobenzene), [OH-].[Na+] (sodium hydroxide), C(=O)[O-].[Na+] (sodium formate). Reagents/catalysts: [Pd] (palladium on charcoal). Yields the product C1(=CC=CC=C1)C1=CC=CC=C1 (biphenyl). Isolated yield 50.0%. As a reaction SMILES: [OH-].[Na+].C([O-])=O.[Na+].Cl[C:8]1[CH:13]=[CH:12][CH:11]=[CH:10][CH:9]=1>[Pd]>[C:8]1([C:8]2[CH:13]=[CH:12][CH:11]=[CH:10][CH:9]=2)[CH:13]=[CH:12][CH:11]=[CH:10][CH:9]=1 |f:0.1,2.3|. Reported procedure: Aromatic compounds containing more than one ring may be referred to as ring assemblies. Many compounds of this type are not readily available and have to be produced by condensation of aromatic compounds containing fewer rings, in particular derivatives of benzene. Ring assemblies containing substituent groups, for example --OH or --COOH groups are difficult to obtain and hence such compounds are expensive. Chemical Abstracts, Vol 95 (1981), abstract 115039y discloses the preparation of bispheno... Starting materials: BrC1=CN=CC2=CC=CC(=C12)NC1CCN(CC1)C(=O)OC(C)(C)C (4-(4-bromo-5-isoquinolyl)amino-1-(tert-butoxycarbonyl)piperidine), C[Sn](C)(C)C (tetramethyltin), C(C)(C)(C)C1=C(C(=CC(=C1)C)C(C)(C)C)O (2,6-di-tert-butyl-4-methylphenol). The reagents and catalysts are C=1C=CC(=CC1)[P](C=2C=CC=CC2)(C=3C=CC=CC3)[Pd]([P](C=4C=CC=CC4)(C=5C=CC=CC5)C=6C=CC=CC6)([P](C=7C=CC=CC7)(C=8C=CC=CC8)C=9C=CC=CC9)[P](C=1C=CC=CC1)(C=1C=CC=CC1)C=1C=CC=CC1 (tetrakis(triphenylphosphine)palladium(0)). Solvent: C1(=CC=CC=C1)C (toluene). Reaction conditions: temperature 150 celsius, time 48 hour. Yields the product CC1=CN=CC2=CC=CC(=C12)NC1CCN(CC1)C(=O)OC(C)(C)C (4-(4-methyl-5-isoquinolyl)amino-1-(tert-butoxycarbonyl)piperidine). Reaction SMILES: Br[C:2]1[C:11]2[C:6](=[CH:7][CH:8]=[CH:9][C:10]=2[NH:12][CH:13]2[CH2:18][CH2:17][N:16]([C:19]([O:21][C:22]([CH3:25])([CH3:24])[CH3:23])=[O:20])[CH2:15][CH2:14]2)[CH:5]=[N:4][CH:3]=1.[CH3:26][Sn](C)(C)C.C(C1C=C(C)C=C(C(C)(C)C)C=1O)(C)(C)C>C1(C)C=CC=CC=1.C1C=CC([P]([Pd]([P](C2C=CC=CC=2)(C2C=CC=CC=2)C2C=CC=CC=2)([P](C2C=CC=CC=2)(C2C=CC=CC=2)C2C=CC=CC=2)[P](C2C=CC=CC=2)(C2C=CC=CC=2)C2C=CC=CC=2)(C2C=CC=CC=2)C2C=CC=CC=2)=CC=1>[CH3:26][C:2]1[C:11]2[C:6](=[CH:7][CH:8]=[CH:9][C:10]=2[NH:12][CH:13]2[CH2:18][CH2:17][N:16]([C:19]([O:21][C:22]([CH3:25])([CH3:24])[CH3:23])=[O:20])[CH2:15][CH2:14]2)[CH:5]=[N:4][CH:3]=1 |^1:57,59,78,97|. Procedure: A solution of Intermediate 71 (313 mg) in toluene (6 ml) was added with tetrakis(triphenylphosphine)palladium(0) (17.9 mg, Aldrich), tetramethyltin (165 μl, Kanto Chemicals) and 2,6-di-tert-butyl-4-methylphenol (several pellets, Tokyo Kasei Kogyo) and stirred in a sealed tube at 150° C. for 48 hours. The reaction mixture was cooled to room temperature, filtered through Celite and concentrated under reduced pressure. The residue was added with saturated brine (30 ml) and extracted three times wit...